Dataset: the Open Reaction Database (ORD), a public repository of structured organic reaction records. Task: describe an organic reaction: reactants, conditions, products, and yield Starting materials: BrC1=CC(=C(C=C1)S(=O)(=O)Cl)C(F)(F)F (4-bromo-2-trifluoromethylphenyl sulphonyl chloride), NCCCCO (4-aminobutanol). Yields the product OCCCCNS(=O)(=O)C1=C(C=C(C=C1)Br)C(F)(F)F (4-Bromo-2-trifluoromethylphenyl-sulfonic acid-(4-hydroxybutyl)-amide). As a reaction SMILES: [Br:1][C:2]1[CH:7]=[CH:6][C:5]([S:8](Cl)(=[O:10])=[O:9])=[C:4]([C:12]([F:15])([F:14])[F:13])[CH:3]=1.[NH2:16][CH2:17][CH2:18][CH2:19][CH2:20][OH:21]>>[OH:21][CH2:20][CH2:19][CH2:18][CH2:17][NH:16][S:8]([C:5]1[CH:6]=[CH:7][C:2]([Br:1])=[CH:3][C:4]=1[C:12]([F:15])([F:14])[F:13])(=[O:10])=[O:9]. Procedure details: Using a method analogous to that described in Example 1, 4-bromo-2-trifluoromethylphenyl sulphonyl chloride was reacted with 4-aminobutanol, and the title compound obtained as a white solid after recrystallisation from ether/petrol. δC (CDCl3, 62.9 MHz): 26.5, 29.4, 43.3, 62.1, 127.3, 131.7, 131.7, 133.1, 135.4 and 137.9. The reactants are COC=O, [H-], [Na+], [Na+], [Na+], O=C([O-])[O-], CN(C)C=O, COC(=O)Cc1ccccc1. The product is COC(=O)C(=CO)c1ccccc1. RXN SMILES: [CH:20]([O:21][CH3:22])=[O:23].[H-:12].[Na+:13].[Na+:14].[Na+:15].[O-:16][C:17](=[O:18])[O-:19].[O:24]=[CH:25][N:26]([CH3:27])[CH3:28].[c:1]1([CH2:7][C:8](=[O:9])[O:10][CH3:11])[cH:2][cH:3][cH:4][cH:5][cH:6]1>>[c:1]1([C:7]([C:8](=[O:9])[O:10][CH3:11])=[CH:17][OH:16])[cH:2][cH:3][cH:4][cH:5][cH:6]1. Reactants: Cl, CN(C)S(=O)(=O)N(C)C1NC2CCN3CC=CC=C3C2N1. Yields the product CNC1NC2CCN3CC=CC=C3C2N1. As a reaction SMILES: [ClH:22].[NH:1]1[CH:2]([N:14]([S:15]([N:16]([CH3:17])[CH3:18])(=[O:19])=[O:20])[CH3:21])[NH:3][CH:4]2[CH:5]1[C:6]1=[CH:7][CH:8]=[CH:9][CH2:10][N:11]1[CH2:12][CH2:13]2>>[NH:1]1[CH:2]([NH:14][CH3:21])[NH:3][CH:4]2[CH:5]1[C:6]1=[CH:7][CH:8]=[CH:9][CH2:10][N:11]1[CH2:12][CH2:13]2. Starting materials: CCc1cc(OC)c(F)c(C(Cl)c2nc(Br)cn2C(c2ccccc2)(c2ccccc2)c2ccccc2)c1, CC#N, CCOC(C)=O, CCN(C(C)C)C(C)C, ClCCl, CC(C)(C)OC(=O)N(C(=O)OC(C)(C)C)c1nccc2cc(N)ccc12. The product is CCc1cc(OC)c(F)c(C(Nc2ccc3c(N(C(=O)OC(C)(C)C)C(=O)OC(C)(C)C)nccc3c2)c2nc(Br)cn2C(c2ccccc2)(c2ccccc2)c2ccccc2)c1. RXN SMILES: [Br:1][c:2]1[n:3][c:4]([CH:26]([c:27]2[c:28]([F:37])[c:29]([O:35][CH3:36])[cH:30][c:31]([CH2:33][CH3:34])[cH:32]2)[Cl:38])[n:5]([C:7]([c:8]2[cH:9][cH:10][cH:11][cH:12][cH:13]2)([c:14]2[cH:15][cH:16][cH:17][cH:18][cH:19]2)[c:20]2[cH:21][cH:22][cH:23][cH:24][cH:25]2)[cH:6]1.[CH3:74][C:75]#[N:76].[CH3:80][CH2:81][O:82][C:83]([CH3:84])=[O:85].[CH:39]([N:40]([CH2:41][CH3:42])[CH:43]([CH3:44])[CH3:45])([CH3:46])[CH3:47].[Cl:77][CH2:78][Cl:79].[NH2:48][c:49]1[cH:50][c:51]2[cH:52][cH:53][n:54][c:55]([N:59]([C:60](=[O:61])[O:62][C:63]([CH3:64])([CH3:65])[CH3:66])[C:67](=[O:68])[O:69][C:70]([CH3:71])([CH3:72])[CH3:73])[c:56]2[cH:57][cH:58]1>>[Br:1][c:2]1[n:3][c:4]([CH:26]([c:27]2[c:28]([F:37])[c:29]([O:35][CH3:36])[cH:30][c:31]([CH2:33][CH3:34])[cH:32]2)[NH:48][c:49]2[cH:50][c:51]3[cH:52][cH:53][n:54][c:55]([N:59]([C:60](=[O:61])[O:62][C:63]([CH3:64])([CH3:65])[CH3:66])[C:67](=[O:68])[O:69][C:70]([CH3:71])([CH3:72])[CH3:73])[c:56]3[cH:57][cH:58]2)[n:5]([C:7]([c:8]2[cH:9][cH:10][cH:11][cH:12][cH:13]2)([c:14]2[cH:15][cH:16][cH:17][cH:18][cH:19]2)[c:20]2[cH:21][cH:22][cH:23][cH:24][cH:25]2)[cH:6]1. The reactants are CC(=O)OC(C)=O, CN(C)c1ccncc1, COc1cc(N2CCC(C(N)Cn3nc(C(F)(F)F)c(Cl)c3C)CC2)ccc1Cl, ClCCl. The product is COc1cc(N2CCC(C(Cn3nc(C(F)(F)F)c(Cl)c3C)NC(C)=O)CC2)ccc1Cl. As a reaction SMILES: [CH3:30][C:31](=[O:32])[O:33][C:34](=[O:35])[CH3:36].[CH3:40][N:41]([c:42]1[cH:43][cH:44][n:45][cH:46][cH:47]1)[CH3:48].[Cl:1][c:2]1[c:3]([O:28][CH3:29])[cH:4][c:5]([N:8]2[CH2:9][CH2:10][CH:11]([CH:14]([CH2:15][n:16]3[n:17][c:18]([C:23]([F:24])([F:25])[F:26])[c:19]([Cl:22])[c:20]3[CH3:21])[NH2:27])[CH2:12][CH2:13]2)[cH:6][cH:7]1.[Cl:37][CH2:38][Cl:39]>>[Cl:1][c:2]1[c:3]([O:28][CH3:29])[cH:4][c:5]([N:8]2[CH2:9][CH2:10][CH:11]([CH:14]([CH2:15][n:16]3[n:17][c:18]([C:23]([F:24])([F:25])[F:26])[c:19]([Cl:22])[c:20]3[CH3:21])[NH:27][C:31]([CH3:30])=[O:32])[CH2:12][CH2:13]2)[cH:6][cH:7]1. Starting materials: C1COCCO1, Cl, Oc1cccc(-c2nc(-c3ccnc(F)c3)c3sccc3n2)c1. The product is O=c1cc(-c2nc(-c3cccc(O)c3)nc3ccsc23)cc[nH]1. RXN SMILES: [CH2:25]1[O:26][CH2:28][CH2:29][O:27][CH2:30]1.[ClH:24].[F:1][c:2]1[n:3][cH:4][cH:5][c:6](-[c:8]2[c:9]3[c:10]([n:11][c:12](-[c:14]4[cH:15][c:16]([OH:20])[cH:17][cH:18][cH:19]4)[n:13]2)[cH:21][cH:22][s:23]3)[cH:7]1>>[c:2]1(=[O:27])[nH:3][cH:4][cH:5][c:6](-[c:8]2[c:9]3[c:10]([n:11][c:12](-[c:14]4[cH:15][c:16]([OH:20])[cH:17][cH:18][cH:19]4)[n:13]2)[cH:21][cH:22][s:23]3)[cH:7]1.